From a dataset of the Open Reaction Database (ORD), a public repository of structured organic reaction records. describe an organic reaction: reactants, conditions, products, and yield Reactants: C(C)(C)(C)OC(COC1=C(C=C(C=C1)Cl)C#C)=O (tert-butyl(4-chloro-2-ethynylphenoxy)acetate), C(C)(C)(C)OC(COC1=C(C=C(C=C1)Cl)C#C)=O (tert-butyl(4-chloro-2-ethynylphenoxy)acetate), BrC=1C=C(C=NC1)S(=O)(=O)N1CCOCC1 (4-[(5-bromopyridin-3-yl)sulfonyl]morpholine). Product: ClC1=CC(=C(OCC(=O)O)C=C1)C#CC=1C=NC=C(C1)S(=O)(=O)N1CCOCC1 ((4-chloro-2-{[5-(morpholin-4-ylsulfonyl)pyridin-3-yl]ethynyl}phenoxy)acetic acid). As a reaction SMILES: C([O:5][C:6](=[O:18])[CH2:7][O:8][C:9]1[CH:14]=[CH:13][C:12]([Cl:15])=[CH:11][C:10]=1[C:16]#[CH:17])(C)(C)C.Br[C:20]1[CH:21]=[C:22]([S:26]([N:29]2[CH2:34][CH2:33][O:32][CH2:31][CH2:30]2)(=[O:28])=[O:27])[CH:23]=[N:24][CH:25]=1>>[Cl:15][C:12]1[CH:13]=[CH:14][C:9]([O:8][CH2:7][C:6]([OH:5])=[O:18])=[C:10]([C:16]#[C:17][C:20]2[CH:25]=[N:24][CH:23]=[C:22]([S:26]([N:29]3[CH2:30][CH2:31][O:32][CH2:33][CH2:34]3)(=[O:28])=[O:27])[CH:21]=2)[CH:11]=1. Procedure: Following the general method as outlined in Example 35, starting from tert-butyl(4-chloro-2-ethynyl phenoxy)acetate (Intermediate 3) and 4-[(5-bromopyridin-3-yl)sulfonyl]morpholine (Apollo), the title compound was obtained as an off-white solid.